This data is from the Open Reaction Database (ORD), a public repository of structured organic reaction records. The task is: describe an organic reaction: reactants, conditions, products, and yield The product is C(C)(C)(C)OC(=O)N1C(CN(CC1)CC1=C2C(=NC(=C1)C1=C(C=C(C=C1)OCC1=CC=CC=C1)F)N(N=C2C)C2OCCCC2)(C)C (4-[6-(4-Benzyloxy-2-fluoro-phenyl)-3-methyl-1-(tetrahydro-pyran-2-yl)-1H-pyrazolo[3,4-b]pyridin-4-ylmethyl]-2,2-dimethyl-piperazine-1-carboxylic acid tert-butyl ester). Isolated yield 100.0%. Run at time 16 hour. Solvent: C(C)(=O)O (acetic acid), ClCCl (dichloromethane), ClCCl (dichloromethane). Procedure details: To a solution of 106 mg 2,2-dimethyl-piperazine-1-carboxylic acid tert-butyl ester in 5 ml of dichloromethane was added 200 mg of freshly prepared 6-(4-benzyloxy-2-fluoro-phenyl)-3-methyl-1-(tetrahydro-pyran-2-yl)-1H-pyrazolo[3,4-b]pyridine-4-carbaldehyde. 143 mg of sodium triacetoxyborohydride and 15 mg of acetic acid were added and the reaction was stirred at r.t. for 16 h. The reaction was then diluted with dichloromethane and shaken with sat. aqueous ammonium chloride solution. The layers we... As a reaction SMILES: [C:1]([O:5][C:6]([N:8]1[CH2:13][CH2:12][NH:11][CH2:10][C:9]1([CH3:15])[CH3:14])=[O:7])([CH3:4])([CH3:3])[CH3:2].[CH2:16]([O:23][C:24]1[CH:29]=[CH:28][C:27]([C:30]2[CH:31]=[C:32]([CH:46]=O)[C:33]3[C:38]([CH3:39])=[N:37][N:36]([CH:40]4[CH2:45][CH2:44][CH2:43][CH2:42][O:41]4)[C:34]=3[N:35]=2)=[C:26]([F:48])[CH:25]=1)[C:17]1[CH:22]=[CH:21][CH:20]=[CH:19][CH:18]=1.C(O[BH-](OC(=O)C)OC(=O)C)(=O)C.[Na+].[Cl-].[NH4+]>ClCCl.C(O)(=O)C>[C:1]([O:5][C:6]([N:8]1[CH2:13][CH2:12][N:11]([CH2:46][C:32]2[CH:31]=[C:30]([C:27]3[CH:28]=[CH:29][C:24]([O:23][CH2:16][C:17]4[CH:18]=[CH:19][CH:20]=[CH:21][CH:22]=4)=[CH:25][C:26]=3[F:48])[N:35]=[C:34]3[N:36]([CH:40]4[CH2:45][CH2:44][CH2:43][CH2:42][O:41]4)[N:37]=[C:38]([CH3:39])[C:33]=23)[CH2:10][C:9]1([CH3:15])[CH3:14])=[O:7])([CH3:4])([CH3:2])[CH3:3] |f:2.3,4.5|. Reactants: C(C)(=O)O[BH-](OC(C)=O)OC(C)=O.[Na+] (sodium triacetoxyborohydride), C(C)(C)(C)OC(=O)N1C(CNCC1)(C)C (2,2-dimethyl-piperazine-1-carboxylic acid tert-butyl ester), C(C1=CC=CC=C1)OC1=CC(=C(C=C1)C=1C=C(C2=C(N1)N(N=C2C)C2OCCCC2)C=O)F (6-(4-benzyloxy-2-fluoro-phenyl)-3-methyl-1-(tetrahydro-pyran-2-yl)-1H-pyrazolo[3,4-b]pyridine-4-carbaldehyde), [Cl-].[NH4+] (ammonium chloride). The reactants are Cc1ccc(S(=O)(=O)Cl)cc1Cl, [Na+], [Na+], [Na+], [OH-], O, O=S([O-])[O-]. Yields the product Cc1ccc(S(=O)O)cc1Cl. RXN SMILES: [Cl:7][c:8]1[cH:9][c:10]([S:15](=[O:16])(=[O:17])[Cl:18])[cH:11][cH:12][c:13]1[CH3:14].[Na+:20].[Na+:5].[Na+:6].[OH-:19].[OH2:21].[S:1]([O-:2])([O-:3])=[O:4]>>[Cl:7][c:8]1[cH:9][c:10]([S:15](=[O:16])[OH:17])[cH:11][cH:12][c:13]1[CH3:14]. The reactants are [Na+], O=C([O-])O, O, CCOC(=O)C(=O)NC1N=C2C(=Cc3ccccc32)S1. Yields the product O=C(O)C(=O)NC1N=C2C(=Cc3ccccc32)S1. Reaction SMILES: [Na+:25].[O-:21][C:22]([OH:23])=[O:24].[OH2:26].[S:1]1[CH:2]([NH:13][C:14]([C:15](=[O:16])[O:17][CH2:18][CH3:19])=[O:20])[N:3]=[C:4]2[C:5]1=[CH:6][c:7]1[cH:8][cH:9][cH:10][cH:11][c:12]12>>[S:1]1[CH:2]([NH:13][C:14]([C:15](=[O:16])[OH:17])=[O:20])[N:3]=[C:4]2[C:5]1=[CH:6][c:7]1[cH:8][cH:9][cH:10][cH:11][c:12]12. Product: CNC(=O)C1CC(SCc2ccc(OC)cc2)CN1C(=O)OC(C)(C)C. As a reaction SMILES: [C:13]([CH3:14])([CH3:15])([CH3:16])[O:17][C:18](=[O:19])[N:20]1[CH:21]([C:30]([NH:31][CH3:32])=[O:33])[CH2:22][CH:23]([O:25][S:26]([CH3:27])(=[O:28])=[O:29])[CH2:24]1.[CH3:3][O:4][c:5]1[cH:6][cH:7][c:8]([CH2:9][SH:10])[cH:11][cH:12]1.[CH3:41][N:42]([CH3:43])[CH:44]=[O:45].[Cl-:35].[H-:1].[Na+:2].[Na+:34].[O:36]1[CH2:37][CH2:38][CH2:39][CH2:40]1>>[CH3:3][O:4][c:5]1[cH:6][cH:7][c:8]([CH2:9][S:10][CH:23]2[CH2:22][CH:21]([C:30]([NH:31][CH3:32])=[O:33])[N:20]([C:18]([O:17][C:13]([CH3:14])([CH3:15])[CH3:16])=[O:19])[CH2:24]2)[cH:11][cH:12]1. Reactants: CNC(=O)C1CC(OS(C)(=O)=O)CN1C(=O)OC(C)(C)C, COc1ccc(CS)cc1, CN(C)C=O, [Cl-], [H-], [Na+], [Na+], C1CCOC1.